This data is from the Open Reaction Database (ORD), a public repository of structured organic reaction records. The task is: describe an organic reaction: reactants, conditions, products, and yield Solvent: CCOC(=O)C.CCCCCC (EtOAc hexane), ClC(C)Cl (dichloroethane). Reactants: C(C)(=O)O[BH-](OC(C)=O)OC(C)=O.[Na+] (sodium triacetoxy borohydride), N[C@H](C(C)C)C1=NC(=C(C(N1CC1=CC=CC=C1)=O)C)C (2-((R)-1-Amino-2-methyl-propyl)-3-benzyl-5,6-dimethyl-3-H-pyrimidin-4-one), C=1N(C=C2C=CC=CC12)CC=O (2H-isoindole-2-acetaldehyde), C(C)(=O)O (acetic acid). Reaction SMILES: [NH2:1][C@@H:2]([C:6]1[N:11]([CH2:12][C:13]2[CH:18]=[CH:17][CH:16]=[CH:15][CH:14]=2)[C:10](=[O:19])[C:9]([CH3:20])=[C:8]([CH3:21])[N:7]=1)[CH:3]([CH3:5])[CH3:4].[CH:22]1[N:23](CC=O)[CH:24]=[C:25]2[C:30]=1[CH:29]=[CH:28][CH:27]=[CH:26]2.[C:34]([OH:37])(=O)[CH3:35].C(O[BH-](OC(=O)C)OC(=O)C)(=[O:40])C.[Na+]>ClC(Cl)C.CCOC(C)=O.CCCCCC>[CH2:12]([N:11]1[C:10](=[O:19])[C:9]([CH3:20])=[C:8]([CH3:21])[N:7]=[C:6]1[C@H:2]([NH:1][CH2:30][CH2:22][N:23]1[C:34](=[O:37])[C:35]2[C:25](=[CH:26][CH:27]=[CH:28][CH:29]=2)[C:24]1=[O:40])[CH:3]([CH3:4])[CH3:5])[C:13]1[CH:14]=[CH:15][CH:16]=[CH:17][CH:18]=1 |f:3.4,6.7|. Run at time 3.5 hour. The product is C(C1=CC=CC=C1)N1C(=NC(=C(C1=O)C)C)[C@@H](C(C)C)NCCN1C(C2=CC=CC=C2C1=O)=O (2-{2-[(R)-1-(1-Benzyl-4,5-dimethyl-6-oxo-1,6-dihyro-pyrimidin-2-yl)-2-methyl-propylamino]-ethyl}-isoindole-1,3-dione). Reported procedure: 2-((R)-1-Amino-2-methyl-propyl)-3-benzyl-5,6-dimethyl-3-H-pyrimidin-4-one (0.500 g, 1.75 mMol) and 2H-isoindole-2-acetaldehyde [2913-97-5] (0.661 g 3.50 mMol) were dissolved in dichloroethane (20 mL). Glacial acetic acid was added (0.400 mL, 0.70 mMol) followed by sodium triacetoxy borohydride (0.942 g, 4.40 mMol). The reaction stirred at room temperature under nitrogen for 3.5 h. The reaction was quenched with NaHCO3 (sat. Aq.) and extracted with EtOAc (3×). The organic layer was evaporated und... Starting materials: COC=1C=C2CCNC(C2=CC1OC)=O (6,7-dimethoxy-1-oxo-1,2,3,4-tetrahydro-isoquinoline), CC(C)([O-])C.[K+] (potassium tert.butoxide), ClCC1CN(CCC1)CC1=CC=NC=C1 (3-chloromethyl-N-[1-(pyrid-4-yl)-methyl]-piperidine). The solvent is CS(=O)C (dimethylsulphoxide). Product: O.Cl.Cl.N1=CC=C(C=C1)CN1CC(CCC1)CN1C(C2=CC(=C(C=C2CC1)OC)OC)=O (2-[(N-(1-(Pyrid-4-yl)-methyl)-piperidin-3-yl)-methyl]-6,7-dimethoxy-1-oxo-1,2,3,4-tetrahydro-isoquinoline-dihydrochloride-monohydrate). RXN SMILES: [CH3:1][O:2][C:3]1[CH:4]=[C:5]2[C:10](=[CH:11][C:12]=1[O:13][CH3:14])[C:9](=[O:15])[NH:8][CH2:7][CH2:6]2.CC(C)([O-])C.[K+].[Cl:22][CH2:23][CH:24]1[CH2:29][CH2:28][CH2:27][N:26]([CH2:30][C:31]2[CH:36]=[CH:35][N:34]=[CH:33][CH:32]=2)[CH2:25]1>CS(C)=O>[OH2:2].[ClH:22].[ClH:22].[N:34]1[CH:35]=[CH:36][C:31]([CH2:30][N:26]2[CH2:27][CH2:28][CH2:29][CH:24]([CH2:23][N:8]3[CH2:7][CH2:6][C:5]4[C:10](=[CH:11][C:12]([O:13][CH3:14])=[C:3]([O:2][CH3:1])[CH:4]=4)[C:9]3=[O:15])[CH2:25]2)=[CH:32][CH:33]=1 |f:1.2,5.6.7.8|. Reported procedure: Prepared from 6,7-dimethoxy-1-oxo-1,2,3,4-tetrahydro-isoquinoline in dimethylsulphoxide with potassium tert.butoxide and 3-chloromethyl-N-[1-(pyrid-4-yl)-methyl]-piperidine analogously to Example 2. Reactants: C(C)(C)(C)OC(=O)N1CC2=CC=C(C=C2C1)I (5-iodo-1,3-dihydro-isoindole-2-carboxylic acid tert-butyl ester). The solvent is CC(C)O (2-propanol). Procedure: Prepared in analogy to Example A6(a) from 5-iodo-1,3-dihydro-isoindole-2-carboxylic acid tert-butyl ester (Example A38(b)) and 2-propanol. White solid. MS (m/e): 222.1 ([M+H−Me2C═CH2]+, 100%). Product: C(C)(C)(C)OC(=O)N1CC2=CC=C(C=C2C1)OC(C)C (5-Isopropoxy-1,3-dihydro-isoindole-2-carboxylic acid tert-butyl ester). As a reaction SMILES: [C:1]([O:5][C:6]([N:8]1[CH2:16][C:15]2[C:10](=[CH:11][CH:12]=[C:13](I)[CH:14]=2)[CH2:9]1)=[O:7])([CH3:4])([CH3:3])[CH3:2]>CC(O)C>[C:1]([O:5][C:6]([N:8]1[CH2:16][C:15]2[C:10](=[CH:11][CH:12]=[C:13]([O:5][CH:1]([CH3:3])[CH3:2])[CH:14]=2)[CH2:9]1)=[O:7])([CH3:4])([CH3:3])[CH3:2]. Starting materials: CC1(C)Oc2ccncc2C2OC21, Clc1ccc(-c2ccn[nH]2)cc1. Product: CC1(C)Oc2ccncc2C(n2nccc2-c2ccc(Cl)cc2)C1O. RXN SMILES: [CH3:1][C:2]1([CH3:13])[CH:3]2[CH:4]([c:5]3[cH:6][n:7][cH:8][cH:9][c:10]3[O:11]1)[O:12]2.[Cl:14][c:15]1[cH:16][cH:17][c:18](-[c:21]2[cH:22][cH:23][n:24][nH:25]2)[cH:19][cH:20]1>>[CH3:1][C:2]1([CH3:13])[CH:3]([OH:12])[CH:4]([n:25]2[c:21](-[c:18]3[cH:17][cH:16][c:15]([Cl:14])[cH:20][cH:19]3)[cH:22][cH:23][n:24]2)[c:5]2[cH:6][n:7][cH:8][cH:9][c:10]2[O:11]1. RXN SMILES: [CH3:1][CH2:2][O:3][C:4]([CH3:6])=O.[CH3:7][CH2:8][CH2:9][CH2:10]CC>>[O:3]1[C:4]2[CH:6]=[CH:7][CH:8]=[CH:9][C:10]=2[CH:1]=[CH:2]1. The yield is 62.9%. Procedure: A solution of 30 (10.3 g; 39.3 mmol), EtOH (250 mL) and saturated NaHCO3 (100 mL) were heated to reflux for 1 h. The reaction mixture was cooled to room temperature and the EtOH removed in vacuo. Ice was added to the residue aqueous solution and the reaction carefully acidified to about pH 2 with 2 N HCl. The resulting mixture was extracted with EtOAc (2×300 mL) and the combined organic phase washed with brine, dried (NaSO4), filtered and evaporated to yield a brown oil (8.8 g). The crude produc... Starting materials: crude product, CCCCCC (hexane), CCOC(=O)C (EtOAc). The product is O1C=CC2=C1C=CC=C2 (Benzofuran). Starting materials: O=C([O-])[O-], CCOC(C)=O, Cn1cc(B2OC(C)(C)C(C)(C)O2)cn1, Clc1ccc(Cl)nn1, [K+], [K+], [Na+], [Na+], O=C([O-])[O-], C1COCCO1. Product: Cn1cc(-c2ccc(Cl)nn2)cn1. Reaction SMILES: [C:24](=[O:25])([O-:26])[O-:27].[CH3:36][CH2:37][O:38][C:39]([CH3:40])=[O:41].[CH3:9][n:10]1[n:11][cH:12][c:13]([B:15]2[O:16][C:17]([CH3:18])([CH3:19])[C:20]([CH3:21])([CH3:22])[O:23]2)[cH:14]1.[Cl:1][c:2]1[n:3][n:4][c:5]([Cl:8])[cH:6][cH:7]1.[K+:30].[K+:31].[Na+:28].[Na+:29].[O-:32][C:33]([O-:34])=[O:35].[O:42]1[CH2:43][CH2:44][O:45][CH2:46][CH2:47]1>>[Cl:1][c:2]1[n:3][n:4][c:5](-[c:13]2[cH:12][n:11][n:10]([CH3:9])[cH:14]2)[cH:6][cH:7]1. Reactants: CN(C=O)C (Dimethylformamide), [OH-].[Na+] (sodium hydroxide), CNC (dimethylamine), P(=O)(Cl)(Cl)Cl (Phosphorus oxychloride), COC(COC1=CC=C(C=C1)Cl)OC (4-chlorophenoxyacetaldehyde dimethylacetal). The solvent is O (water), C(Cl)(Cl)Cl (chloroform), C(Cl)(Cl)Cl (Chloroform). Run at time 45 minute. Product: ClC1=CC=C(OC(C=O)=CN(C)C)C=C1 (2-(4-Chlorophenoxy)-3-dimethylaminoacrylaldehyde). Reaction SMILES: [CH3:1][N:2]([CH3:5])[CH:3]=O.P(Cl)(Cl)(Cl)=O.C[O:12][CH:13](OC)[CH2:14][O:15][C:16]1[CH:21]=[CH:20][C:19]([Cl:22])=[CH:18][CH:17]=1.[OH-].[Na+].CNC>O.C(Cl)(Cl)Cl>[Cl:22][C:19]1[CH:20]=[CH:21][C:16]([O:15][C:14](=[CH:3][N:2]([CH3:5])[CH3:1])[CH:13]=[O:12])=[CH:17][CH:18]=1 |f:3.4|. Reported procedure: Dimethylformamide (109.5 g., 1.5 moles) was cooled in an ice-water bath. Phosphorus oxychloride (229.5 g., 1.5 moles) was added dropwise over 1.5 hours and the reaction mixture then allowed to stir for 45 minutes at room temperature. Chloroform (300 ml.) was added and then 4-chlorophenoxyacetaldehyde dimethylacetal (122 g., 0.5 moles) and the mixture refluxed for approximately 16 hours. The reaction was cooled to room temperature and added slowly to approximately 300 ml. of chloroform mixed with... Reactants: resultant suspension, O (Water), CS (methanethiol), BrC1=C(C(=O)OCC)C=CC(=C1OC)Br (ethyl 2,4-dibromo-3-methoxybenzoate), C([O-])([O-])=O.[K+].[K+] (potassium carbonate). Run in CN(C=O)C (dimethyl formamide), CN(C=O)C (dimethyl formamide). The product is BrC1=C(C(=C(C(=O)OCC)C=C1)SC)OC (ethyl 4-bromo-3-methoxy-2-(methylsulphenyl)-benzoate). As a reaction SMILES: [CH3:1][SH:2].Br[C:4]1[C:14]([O:15][CH3:16])=[C:13]([Br:17])[CH:12]=[CH:11][C:5]=1[C:6]([O:8][CH2:9][CH3:10])=[O:7].C(=O)([O-])[O-].[K+].[K+].O>CN(C)C=O>[Br:17][C:13]1[CH:12]=[CH:11][C:5]([C:6]([O:8][CH2:9][CH3:10])=[O:7])=[C:4]([S:2][CH3:1])[C:14]=1[O:15][CH3:16] |f:2.3.4|. Procedure: A solution of methanethiol (47 ml) in dimethyl formamide was added to a mixture of ethyl 2,4-dibromo-3-methoxybenzoate (105 g) and potassium carbonate (131 g) in dimethyl formamide and the resultant suspension was stirred at room temperature overnight. Water was added and the mixture was extracted into ether, washed with water, dried (MgSO4) and filtered. The filtrate was evaporated to dryness and the residue was purified by column chromatography eluted with a mixture of ethyl acetate and cycloh... Procedure details: By the procedure similar to that described in Example 23, 2-(2'-methoxybenzamido)-4-aminobenzoic acid and 2-methoxybenzoylchloride were reacted and treated to obtain crude crystals. Recrystallization from aqueous alcohol gave 2,4-bis(2'-methoxybenzamido)-benzoic acid having a melting point between 232° - 233°C which was identical to that obtained in Example 10. Yields the product COC1=C(C(=O)NC2=C(C(=O)O)C=CC(=C2)NC(C2=C(C=CC=C2)OC)=O)C=CC=C1 (2,4-bis(2'-methoxybenzamido)-benzoic acid). The reactants are COC1=C(C(=O)NC2=C(C(=O)O)C=CC(=C2)N)C=CC=C1 (2-(2'-methoxybenzamido)-4-aminobenzoic acid), COC1=C(C(=O)Cl)C=CC=C1 (2-methoxybenzoylchloride). RXN SMILES: [CH3:1][O:2][C:3]1[CH:21]=[CH:20][CH:19]=[CH:18][C:4]=1[C:5]([NH:7][C:8]1[CH:16]=[C:15]([NH2:17])[CH:14]=[CH:13][C:9]=1[C:10]([OH:12])=[O:11])=[O:6].[CH3:22][O:23][C:24]1[CH:32]=[CH:31][CH:30]=[CH:29][C:25]=1[C:26](Cl)=[O:27]>>[CH3:1][O:2][C:3]1[CH:21]=[CH:20][CH:19]=[CH:18][C:4]=1[C:5]([NH:7][C:8]1[CH:16]=[C:15]([NH:17][C:26](=[O:27])[C:25]2[CH:29]=[CH:30][CH:31]=[CH:32][C:24]=2[O:23][CH3:22])[CH:14]=[CH:13][C:9]=1[C:10]([OH:12])=[O:11])=[O:6]. Reactants: CCCCCC, Cc1cc(C)c2c(C#N)cn(C3CCCc4ccccc43)c2n1, CN(C)C=O, CC(C)NC(C)C, [Li]CCCC, C1CCOC1, O. Yields the product Cc1cc(C)c2c(C#N)c(C=O)n(C3CCCc4ccccc43)c2n1. RXN SMILES: [CH3:13][CH2:14][CH2:15][CH2:16][CH2:17][CH3:18].[CH3:19][c:20]1[c:21]2[c:22]([n:23][c:24]([CH3:26])[cH:25]1)[n:27]([CH:32]1[CH2:33][CH2:34][CH2:35][c:36]3[cH:37][cH:38][cH:39][cH:40][c:41]31)[cH:28][c:29]2[C:30]#[N:31].[CH3:42][N:43]([CH:44]=[O:45])[CH3:46].[CH:1]([NH:2][CH:3]([CH3:4])[CH3:5])([CH3:6])[CH3:7].[Li:8][CH2:9][CH2:10][CH2:11][CH3:12].[O:47]1[CH2:48][CH2:49][CH2:50][CH2:51]1.[OH2:52]>>[CH3:19][c:20]1[c:21]2[c:22]([n:23][c:24]([CH3:26])[cH:25]1)[n:27]([CH:32]1[CH2:33][CH2:34][CH2:35][c:36]3[cH:37][cH:38][cH:39][cH:40][c:41]31)[c:28]([CH:44]=[O:45])[c:29]2[C:30]#[N:31].